From a dataset of the Open Reaction Database (ORD), a public repository of structured organic reaction records. describe an organic reaction: reactants, conditions, products, and yield Starting materials: N1=CC=C(C=C1)CO (4-pyridylcarbinol), P(Br)(Br)(Br)(Br)Br (phosphorus pentabromide). Solvent: C(Cl)(Cl)Cl (CHCl3). Yields the product Br.BrCC1=CC=NC=C1 (4-bromomethyl pyridine hydrobromide). The yield is 233.8%. Reaction SMILES: [N:1]1[CH:6]=[CH:5][C:4]([CH2:7]O)=[CH:3][CH:2]=1.P(Br)(Br)(Br)(Br)[Br:10]>C(Cl)(Cl)Cl>[BrH:10].[Br:10][CH2:7][C:4]1[CH:5]=[CH:6][N:1]=[CH:2][CH:3]=1 |f:3.4|. Reported procedure: To a solution of 4-pyridylcarbinol (3 g, 27.5 mmol) in 30 mL of CHCl3 was added phosphorus pentabromide (5.93 g, 13.7 mmol). The solution was refluxed for 1 hour. The solvent was removed in vacuo and recrystallized in ethanol to afford the title compound as a white solid (4.05 g, 58.1%). ES (+) MS m/e=173 (M+H). Reactants: C(\C=C\CCCCCCC)(=O)O (trans-2-decenoic acid), C1(CCCCC1)N (cyclohexylamine). The product is C1(CCCCC1)NC(\C=C\CCCCCCC)=O ((E)-N-cyclohexyl dec-2-enamide). As a reaction SMILES: [C:1]([OH:12])(=O)/[CH:2]=[CH:3]/[CH2:4][CH2:5][CH2:6][CH2:7][CH2:8][CH2:9][CH3:10].[CH:13]1([NH2:19])[CH2:18][CH2:17][CH2:16][CH2:15][CH2:14]1>>[CH:13]1([NH:19][C:1](=[O:12])/[CH:2]=[CH:3]/[CH2:4][CH2:5][CH2:6][CH2:7][CH2:8][CH2:9][CH3:10])[CH2:18][CH2:17][CH2:16][CH2:15][CH2:14]1. Reported procedure: The same operation as in Example 1-1 or 1-2 was carried out using trans-2-decenoic acid and cyclohexylamine as starting materials to give the aimed compound. Reactants: ClCCN(CCCl)C1=CC=C(C=C1)NC(=O)N[C@@H](CCC(=O)OCC1=CC=CC=C1)C(=O)OCC1=CC=CC=C1 (dibenzyl N-(4-[N,N-bis-(2-chloroethyl)amino]-phenylcarbamoyl)-L-glutamate). The reagents and catalysts are [Pd] (Pd/C). The solvent is CN(C)C=O (DMF). Product: ClCCN(CCCl)C1=CC=C(C=C1)NC(=O)N[C@@H](CCC(=O)O)C(=O)O (N-(4-[N,N-bis-(2-chloroethyl)amino]phenylcarbamoyl)-L-glutamic acid). RXN SMILES: [Cl:1][CH2:2][CH2:3][N:4]([C:8]1[CH:13]=[CH:12][C:11]([NH:14][C:15]([NH:17][C@H:18]([C:31]([O:33]CC2C=CC=CC=2)=[O:32])[CH2:19][CH2:20][C:21]([O:23]CC2C=CC=CC=2)=[O:22])=[O:16])=[CH:10][CH:9]=1)[CH2:5][CH2:6][Cl:7]>CN(C=O)C.[Pd]>[Cl:1][CH2:2][CH2:3][N:4]([C:8]1[CH:9]=[CH:10][C:11]([NH:14][C:15]([NH:17][C@H:18]([C:31]([OH:33])=[O:32])[CH2:19][CH2:20][C:21]([OH:23])=[O:22])=[O:16])=[CH:12][CH:13]=1)[CH2:5][CH2:6][Cl:7]. Procedure: A solution of dibenzyl N-(4-[N,N-bis-(2-chloroethyl)amino]-phenylcarbamoyl)-L-glutamate (1.138 g) in DMF (15 ml) was hydrogenated over 10% Pd/C for 16 h. After filtration and evaporation in vacuo, the residue was dissolved in CHCl3 (20 ml). After 18 h the crystalline precipitate was filtered off and dried in vacuo to obtain N-(4-[N,N-bis-(2-chloroethyl)amino]phenylcarbamoyl)-L-glutamic acid. Yield, 730 mg (93%). After recrystallization from acetone/CHCl3 microscopic rods formed m.p. 116-118°. NM... Reactants: C=CCNc1c(C(=O)OCC)cnc2cn[nH]c12, CCO, [Na+], [OH-]. Yields the product C=CCNc1ccnc2cn[nH]c12. RXN SMILES: [CH2:1]([CH:2]=[CH2:3])[NH:4][c:5]1[c:6]2[c:7]([n:8][cH:9][c:10]1[C:11]([O:12][CH2:13][CH3:14])=[O:15])[cH:16][n:17][nH:18]2.[CH3:21][CH2:22][OH:23].[Na+:20].[OH-:19]>>[CH2:1]([CH:2]=[CH2:3])[NH:4][c:5]1[c:6]2[c:7]([n:8][cH:9][cH:10]1)[cH:16][n:17][nH:18]2. The reactants are ClC1=NC(=CC(=N1)Cl)NCC(C)(C)C (2,4-dichloro-6-(2,2-dimethylpropylamino)pyrimidine), N1CCCC1 (pyrrolidine). Product: ClC1=NC(=NC(=C1)NCC(C)(C)C)N1CCCC1 (4-chloro-6-(2,2-dimethylpropylamino)-2-pyrrolidinopyrimidine). The yield is 75.0%. RXN SMILES: Cl[C:2]1[N:7]=[C:6]([Cl:8])[CH:5]=[C:4]([NH:9][CH2:10][C:11]([CH3:14])([CH3:13])[CH3:12])[N:3]=1.[NH:15]1[CH2:19][CH2:18][CH2:17][CH2:16]1>>[Cl:8][C:6]1[CH:5]=[C:4]([NH:9][CH2:10][C:11]([CH3:14])([CH3:13])[CH3:12])[N:3]=[C:2]([N:15]2[CH2:19][CH2:18][CH2:17][CH2:16]2)[N:7]=1. Procedure details: The reaction of 2,4-dichloro-6-(2,2-dimethylpropylamino)pyrimidine with pyrrolidine as described in Example 12 affords the title compound in a yield of 75.0%, m.p.: 130°-135° C. Yields the product CC(C)(C)[Si](C)(C)OCCCC(=NNC(=O)c1cc(F)ccc1F)c1ccccc1. The reactants are CC(C)(C)[Si](C)(C)OCCCC(=O)c1ccccc1, CC(C)O, NNC(=O)c1cc(F)ccc1F. As a reaction SMILES: [C:13]([CH3:14])([CH3:15])([CH3:16])[Si:17]([O:18][CH2:19][CH2:20][CH2:21][C:22](=[O:23])[c:24]1[cH:25][cH:26][cH:27][cH:28][cH:29]1)([CH3:30])[CH3:31].[CH:32]([OH:33])([CH3:34])[CH3:35].[F:1][c:2]1[c:3]([C:4](=[O:5])[NH:6][NH2:7])[cH:8][c:9]([F:12])[cH:10][cH:11]1>>[F:1][c:2]1[c:3]([C:4](=[O:5])[NH:6][N:7]=[C:22]([CH2:21][CH2:20][CH2:19][O:18][Si:17]([C:13]([CH3:14])([CH3:15])[CH3:16])([CH3:30])[CH3:31])[c:24]2[cH:25][cH:26][cH:27][cH:28][cH:29]2)[cH:8][c:9]([F:12])[cH:10][cH:11]1. Starting materials: BrB(Br)Br, COc1cccc(Oc2ccnc(Nc3nc(C)cs3)c2)c1, CC=C(C)C, ClCCl, [Na+], O=C([O-])O, O. The product is Cc1csc(Nc2cc(Oc3cccc(O)c3)ccn2)n1. Reaction SMILES: [Br:23][B:24]([Br:25])[Br:26].[CH3:1][O:2][c:3]1[cH:4][c:5]([O:6][c:7]2[cH:8][c:9]([NH:13][c:14]3[s:15][cH:16][c:17]([CH3:19])[n:18]3)[n:10][cH:11][cH:12]2)[cH:20][cH:21][cH:22]1.[CH3:27][C:28](=[CH:29][CH3:30])[CH3:31].[Cl:38][CH2:39][Cl:40].[Na+:36].[O-:32][C:33]([OH:34])=[O:35].[OH2:37]>>[OH:2][c:3]1[cH:4][c:5]([O:6][c:7]2[cH:8][c:9]([NH:13][c:14]3[s:15][cH:16][c:17]([CH3:19])[n:18]3)[n:10][cH:11][cH:12]2)[cH:20][cH:21][cH:22]1. The reactants are C(C)(=O)N1CCC2=CC(=CC=C12)Cl (1-acetyl-5-chloroindoline), C(C1=CC=CC=C1)(=O)Cl (benzoyl chloride). The reagents and catalysts are [Cl-].[Zn+2].[Cl-] (zinc chloride). Product: 7-Benzoly-5-chloroindoline, C(C1=CC=CC=C1)(=O)C=1C=C(C=C2CCNC12)Cl (7-benzoyl-5-chloroindoline). Reaction SMILES: C([N:4]1[C:12]2[C:7](=[CH:8][C:9]([Cl:13])=[CH:10][CH:11]=2)[CH2:6][CH2:5]1)(=O)C.[C:14](Cl)(=[O:21])[C:15]1[CH:20]=[CH:19][CH:18]=[CH:17][CH:16]=1>[Cl-].[Zn+2].[Cl-]>[C:14]([C:11]1[CH:10]=[C:9]([Cl:13])[CH:8]=[C:7]2[C:12]=1[NH:4][CH2:5][CH2:6]2)(=[O:21])[C:15]1[CH:20]=[CH:19][CH:18]=[CH:17][CH:16]=1 |f:2.3.4|. Reported procedure: 7-Benzoly-5-chloroindoline was prepared by treating 1-acetyl-5-chloroindoline with benzoyl chloride at 120°-175°C. using zinc chloride as a catalyst. The acetyl group was removed by acid hydrolysis to give the yellow colored 7-benzoyl-5-chloroindoline. The yellow solid melted at 112°-115°C. A mixture melting point with material prepared in Example 2 showed no depression.